From a dataset of the Open Reaction Database (ORD), a public repository of structured organic reaction records. describe an organic reaction: reactants, conditions, products, and yield Starting materials: CC(C)(C)N, CN1CCN(C)C1=O, CCO, N#CSc1nc2ccc(Cl)cc2c2nc(-c3ccco3)nn12, O. Yields the product CC(C)(C)Nc1nc2ccc(Cl)cc2c2nc(-c3ccco3)nn12. RXN SMILES: [CH3:23][C:24]([CH3:25])([CH3:26])[NH2:27].[CH3:29][N:30]1[CH2:31][CH2:32][N:33]([CH3:34])[C:35]1=[O:36].[CH3:37][CH2:38][OH:39].[Cl:1][c:2]1[cH:3][c:4]2[c:5]3[n:6]([c:7]([S:12][C:13]#[N:14])[n:8][c:9]2[cH:10][cH:11]1)[n:15][c:16](-[c:18]1[o:19][cH:20][cH:21][cH:22]1)[n:17]3.[OH2:28]>>[Cl:1][c:2]1[cH:3][c:4]2[c:5]3[n:6]([c:7]([NH:27][C:24]([CH3:23])([CH3:25])[CH3:26])[n:8][c:9]2[cH:10][cH:11]1)[n:15][c:16](-[c:18]1[o:19][cH:20][cH:21][cH:22]1)[n:17]3. The reactants are O=C(CBr)C(c1ccccc1)c1ccccc1, COc1ccccc1CNCC1CCCN1C(=O)OCc1ccccc1, CCN(C(C)C)C(C)C, C1CCOC1. The product is COc1ccccc1CN(CC(=O)C(c1ccccc1)c1ccccc1)CC1CCCN1C(=O)OCc1ccccc1. RXN SMILES: [Br:1][CH2:2][C:3]([CH:4]([c:5]1[cH:6][cH:7][cH:8][cH:9][cH:10]1)[c:11]1[cH:12][cH:13][cH:14][cH:15][cH:16]1)=[O:17].[CH2:27]([c:28]1[cH:29][cH:30][cH:31][cH:32][cH:33]1)[O:34][C:35](=[O:36])[N:37]1[CH:38]([CH2:42][NH:43][CH2:44][c:45]2[c:46]([O:51][CH3:52])[cH:47][cH:48][cH:49][cH:50]2)[CH2:39][CH2:40][CH2:41]1.[CH:18]([N:19]([CH2:20][CH3:21])[CH:22]([CH3:23])[CH3:24])([CH3:25])[CH3:26].[O:53]1[CH2:54][CH2:55][CH2:56][CH2:57]1>>[CH2:2]([C:3]([CH:4]([c:5]1[cH:6][cH:7][cH:8][cH:9][cH:10]1)[c:11]1[cH:12][cH:13][cH:14][cH:15][cH:16]1)=[O:17])[N:43]([CH2:42][CH:38]1[N:37]([C:35]([O:34][CH2:27][c:28]2[cH:29][cH:30][cH:31][cH:32][cH:33]2)=[O:36])[CH2:41][CH2:40][CH2:39]1)[CH2:44][c:45]1[c:46]([O:51][CH3:52])[cH:47][cH:48][cH:49][cH:50]1. Reactants: CC(=O)O (AcOH), [Li+].CC(C)[N-]C(C)C (LDA), BrC=1C=NC=C(C1C)Br (3,5-dibromo-4-methylpyridine), BrCC(=O)OCC (ethyl bromoacetate). Run in C1CCOC1 (THF). Run at temperature -78 celsius, time 1.5 hour. Product: BrC=1C=NC=C(C1CCC(=O)OCC)Br (Ethyl 3-(3,5-dibromopyridin-4-yl)propanoate). Yield: 31.8%. RXN SMILES: [Li+].CC([N-]C(C)C)C.[Br:9][C:10]1[CH:11]=[N:12][CH:13]=[C:14]([Br:17])[C:15]=1[CH3:16].Br[CH2:19][C:20]([O:22][CH2:23][CH3:24])=[O:21].CC(O)=O>C1COCC1>[Br:9][C:10]1[CH:11]=[N:12][CH:13]=[C:14]([Br:17])[C:15]=1[CH2:16][CH2:19][C:20]([O:22][CH2:23][CH3:24])=[O:21] |f:0.1|. Reported procedure: To a solution of LDA (0.308 mol) [generated from N,N-diisopropylamine (31.2 g, 0.308 mol) and n-BuLi (123 mL, 0.308 mol, 2.5M in hexane) in 800 mL THF] was added slowly a solution of 3,5-dibromo-4-methylpyridine (70 g, 0.28 mol) in THF (300 mL) while the inner temperature was maintained below −70° C. After the addition, the resulting mixture was stirred for another 30 min at −78° C. before ethyl bromoacetate (116.9 g, 0.7 mol) was slowly added and the reaction mixture was stirred at −78° C. for ... Starting materials: CCOCC (ether), C(C)OC(=O)C1=NOC(=C1)C1=C(C=C(C=C1OC1=CC=C(C=C1)[N+](=O)[O-])OCOCCOC)OCOCCOC (5-{2,4-bis[(2-methoxyethoxy)methoxy]-6-(4-nitrophenoxy)phenyl}isoxazole-3-carboxylic acid ethyl ester), [OH-].[K+] (KOH). Run in C(C)O (ethanol), C(C)O (ethanol). Conditions: time 8 hour. The product is COCCOCOC1=C(C(=CC(=C1)OCOCCOC)OC1=CC=C(C=C1)[N+](=O)[O-])C1=CC(=NO1)C(=O)[O-].[K+] (Potassium 5-{2,4-bis[(2-methoxyethoxy)methoxy]-6-(4-nitrophenoxy)phenyl}isoxazole-3-carboxylate). The yield is 77.6%. RXN SMILES: C([O:3][C:4]([C:6]1[CH:10]=[C:9]([C:11]2[C:16]([O:17][C:18]3[CH:23]=[CH:22][C:21]([N+:24]([O-:26])=[O:25])=[CH:20][CH:19]=3)=[CH:15][C:14]([O:27][CH2:28][O:29][CH2:30][CH2:31][O:32][CH3:33])=[CH:13][C:12]=2[O:34][CH2:35][O:36][CH2:37][CH2:38][O:39][CH3:40])[O:8][N:7]=1)=[O:5])C.[OH-].[K+:42].CCOCC>C(O)C>[CH3:40][O:39][CH2:38][CH2:37][O:36][CH2:35][O:34][C:12]1[CH:13]=[C:14]([O:27][CH2:28][O:29][CH2:30][CH2:31][O:32][CH3:33])[CH:15]=[C:16]([O:17][C:18]2[CH:19]=[CH:20][C:21]([N+:24]([O-:26])=[O:25])=[CH:22][CH:23]=2)[C:11]=1[C:9]1[O:8][N:7]=[C:6]([C:4]([O-:5])=[O:3])[CH:10]=1.[K+:42] |f:1.2,5.6|. Reported procedure: To a stirred solution of 5-{2,4-bis[(2-methoxyethoxy)methoxy]-6-(4-nitrophenoxy)phenyl}isoxazole-3-carboxylic acid ethyl ester (15.6 g., 27.7 mmol) in ethanol (75 mL) was added a solution of 1 M KOH (55.5 mL, 55 mmol, 2 eq.) in ethanol at room temperature. After stirring overnight, the precipitate was collected and washed with a small volume of ethanol, then with ether to provide the title compound (12.3 g, 77% yield).